This data is from the Open Reaction Database (ORD), a public repository of structured organic reaction records. The task is: describe an organic reaction: reactants, conditions, products, and yield Reactants: CC1=CC=C(S1)C#N (5-Methylthiophene-2-carbonitrile), BrN1C(CCC1=O)=O (N-bromosuccinimide), N(=NC(C#N)(C)C)C(C#N)(C)C (2,2′-azobis(isobutyronitrile)), S(=S)(=O)([O-])[O-].[Na+].[Na+] (sodium thiosulfate). Solvent: C(Cl)(Cl)(Cl)Cl (carbon tetrachloride). Product: BrCC1=CC=C(S1)C#N (5-(Bromomethyl)thiophene-2-carbonitrile). The yield is 22.7%. As a reaction SMILES: [CH3:1][C:2]1[S:6][C:5]([C:7]#[N:8])=[CH:4][CH:3]=1.[Br:9]N1C(=O)CCC1=O.N(C(C)(C)C#N)=NC(C)(C)C#N.S([O-])([O-])(=O)=S.[Na+].[Na+]>C(Cl)(Cl)(Cl)Cl>[Br:9][CH2:1][C:2]1[S:6][C:5]([C:7]#[N:8])=[CH:4][CH:3]=1 |f:3.4.5|. Reported procedure: 5-Methylthiophene-2-carbonitrile (500 mg, 4.06 mmol) in carbon tetrachloride (10 mL) was stirred with N-bromosuccinimide (867 mg, 4.87 mmol) and 2,2′-azobis(isobutyronitrile) (133 mg, 0.810 mmol) at 60° C. for 4.5 hours and allowed to cool to room temperature. After addition of saturated aqueous sodium thiosulfate, the reaction mixture was extracted with chloroform, and the organic layer was dried over anhydrous sodium sulfate and concentrated under reduced pressure. The residue was purified by ... Reactants: crude product, C([O-])([O-])=O.[Na+].[Na+] (Sodium carbonate), [H][H] (hydrogen), [O-]S(=O)(=O)[O-].[Na+].[Na+] (Na2SO4), solution, [H-].[Al+3].[Li+].[H-].[H-].[H-] (lithium aluminum hydride), COC1=CC=C2CCC(C(C2=C1)(C)C)=NO (7-methoxy-1,1-dimethyl-3,4-dihydro-1H-napthalen-2-one oxime), C(C)NCC (diethylamine). Run in CCOC(=O)C (EtOAc), [Cl-].[Na+].O (brine), CCOC(=O)C (EtOAc), C1CCOC1 (THF), C1CCOC1 (THF). Run at temperature 0 celsius. The product is COC=1C=C2C([C@H]3[C@@H](CC2=CC1)N3)(C)C ((1aS,7aR)-4-Methoxy-2,2-dimethyl-1a,2,7,7a-tetrahydro-1H-1-aza-cyclopropa[b]-naphthalene). Isolated yield 71.0%. Reaction SMILES: [CH3:1][O:2][C:3]1[CH:12]=[C:11]2[C:6]([CH2:7][CH2:8][C:9](=[N:15]O)[C:10]2([CH3:14])[CH3:13])=[CH:5][CH:4]=1.C(NCC)C.[H-].[Al+3].[Li+].[H-].[H-].[H-].[H][H].[O-]S([O-])(=O)=O.[Na+].[Na+].C(=O)([O-])[O-].[Na+].[Na+]>C1COCC1.[Cl-].[Na+].O.CCOC(C)=O>[CH3:1][O:2][C:3]1[CH:12]=[C:11]2[C:6](=[CH:5][CH:4]=1)[CH2:7][C@H:8]1[NH:15][C@H:9]1[C:10]2([CH3:14])[CH3:13] |f:2.3.4.5.6.7,9.10.11,12.13.14,16.17.18|. Procedure: To a solution of 7-methoxy-1,1-dimethyl-3,4-dihydro-1H-napthalen-2-one oxime (15.3 g, 70 mmol) in THF (240 mL) was added diethylamine (18 mL). The reaction mixture was cooled to 0° C. and a 2.0 M solution of lithium aluminum hydride in THF (100 mL, 200 mmol) was added slowly over 20 min to control the rate of hydrogen evolution. The reaction mixture was heated to 70° C. for 1 h, cooled to 0° C. and Na2SO4 10H2O (20 g), brine (60 mL), and EtOAc (300 mL) were added. The solid were washed with EtOA... Starting materials: Cl (HCl), C1(CC1)C(=O)N1C2=C(N3C(CC1)CN(CC3)C(=O)OC(C)(C)C)N=CC=C2 (tert-butyl 5-(cyclopropylcarbonyl)-6,7,7a,8,10,11-hexahydropyrazino[1,2-d]pyrido[3,2-b][1,4]diazepine-9(5H)-carboxylate). Solvent: C(Cl)Cl (CH2Cl2). Run at time 70 hour. Yields the product C1(CC1)C(=O)N1C2=C(N3C(CC1)CNCC3)N=CC=C2 (cyclopropyl(7,7a,8,9,10,11-hexahydropyrazino[1,2-d]pyrido[3,2-b][1,4]diazepin-5(6H)-yl)methanone), bis-hydrochloride. RXN SMILES: Cl.[CH:2]1([C:5]([N:7]2[CH2:13][CH2:12][CH:11]3[CH2:14][N:15](C(OC(C)(C)C)=O)[CH2:16][CH2:17][N:10]3[C:9]3[N:25]=[CH:26][CH:27]=[CH:28][C:8]2=3)=[O:6])[CH2:4][CH2:3]1>C(Cl)Cl>[CH:2]1([C:5]([N:7]2[CH2:13][CH2:12][CH:11]3[CH2:14][NH:15][CH2:16][CH2:17][N:10]3[C:9]3[N:25]=[CH:26][CH:27]=[CH:28][C:8]2=3)=[O:6])[CH2:3][CH2:4]1. Reported procedure: A solution of HCl (4 M in dioxane, 250 μl, 1 mmol) was added to a solution of the product of Example 72B (26.3 mg, 0.071 mmol) in CH2Cl2 (1.3 mL), and the mixture was stirred at room temperature for 70 hours. The mixture was concentrated under vacuum, and the residue was crystallized from ethyl acetate-ethanol (4 mL, 2:1) to provide the title compound as the bis-hydrochloride salt: 1H NMR (400 MHz, pyridine-d5, 110° C.) δ ppm 0.41 (dd, J=7.8, 3.5 Hz, 2H), 0.85-0.97 (m, 2H), 1.06-1.21 (m, 1H), 1....